This data is from the Open Reaction Database (ORD), a public repository of structured organic reaction records. The task is: describe an organic reaction: reactants, conditions, products, and yield Starting materials: ClC1=CC=C2C(NC=NC2=C1Cl)=O (7,8-dichloro-3H-quinazolin-4-one), P(=O)(Cl)(Cl)Cl (phosphorus oxychloride). Yields the product ClC1=NC=NC2=C(C(=CC=C12)Cl)Cl (4,7,8-trichloroquinazoline). Isolated yield 81.8%. RXN SMILES: [Cl:1][C:2]1[C:11]([Cl:12])=[C:10]2[C:5]([C:6](=O)[NH:7][CH:8]=[N:9]2)=[CH:4][CH:3]=1.P(Cl)(Cl)([Cl:16])=O>>[Cl:16][C:6]1[C:5]2[C:10](=[C:11]([Cl:12])[C:2]([Cl:1])=[CH:3][CH:4]=2)[N:9]=[CH:8][N:7]=1. Reported procedure: A mixture of 7,8-dichloro-3H-quinazolin-4-one (0.72 g, 3.35 mmol) in phosphorus oxychloride (6.6 g, 12.8 mmol) was heated at reflux for about 4 hours. The reaction mixture was cooled at ambient temperature then added dropwise to ice-cold water. The precipitate was collected by filtration and dried in vacuo to give 4,7,8-trichloroquinazoline as a brown solid (0.64 g, 2.74 mmol, 82%). The reactants are P(=O)(Cl)(Cl)Cl (Phosphorus oxychloride), CN(C=O)C (dimethylformamide), N1(CCCC1)CCCC1=CNC=2CCCCC12 (3-(3-pyrrolidin-1-yl-propyl)-4,5,6,7-tetrahydro-1H-indole), CN(C=O)C (dimethylformamide), [OH-].[K+] (potassium hydroxide). Conditions: time 30 minute. Product: N1(CCCC1)CCCC1=C(NC=2CCCCC12)C=O (3-(3-Pyrrolidin-1-yl-propyl)-4,5,6,7-tetrahydro-1H-indole-2-carbaldehyde). Isolated yield 76.0%. Reaction SMILES: P(Cl)(Cl)(Cl)=O.[N:6]1([CH2:11][CH2:12][CH2:13][C:14]2[C:22]3[CH2:21][CH2:20][CH2:19][CH2:18][C:17]=3[NH:16][CH:15]=2)[CH2:10][CH2:9][CH2:8][CH2:7]1.[OH-].[K+].CN(C)[CH:27]=[O:28]>>[N:6]1([CH2:11][CH2:12][CH2:13][C:14]2[C:22]3[CH2:21][CH2:20][CH2:19][CH2:18][C:17]=3[NH:16][C:15]=2[CH:27]=[O:28])[CH2:10][CH2:9][CH2:8][CH2:7]1 |f:2.3|. Procedure details: Phosphorus oxychloride (2.0 mL, 21.2 mmol) was added dropwise to ice-cooled dimethylformamide (4.5 mL) and stirred at room temperature for 30 minutes. To the mixture at −5° C. was added a suspension of 3-(3-pyrrolidin-1-yl-propyl)-4,5,6,7-tetrahydro-1H-indole (4.5 g, 19.3 mmol) in 10 mL of dimethylformamide. The mixture was stirred at room temperature overnight. Ice cubes were added to the reaction followed by 10 N potassium hydroxide to pH 11–12. The mixture was stirred for 1 hour, extracted wi... Starting materials: [Cl-], Cl, Nc1c(F)cccc1F, O=N[O-], [Na+], O. Yields the product Fc1cccc(F)c1Cl. RXN SMILES: [Cl-:15].[ClH:1].[F:2][c:3]1[c:4]([NH2:5])[c:6]([F:10])[cH:7][cH:8][cH:9]1.[N:11]([O-:12])=[O:13].[Na+:14].[OH2:16]>>[Cl:1][c:4]1[c:3]([F:2])[cH:9][cH:8][cH:7][c:6]1[F:10]. Reactants: OC1(CN(CCC1)C(=O)OC)CNC (methyl 3-hydroxy-3-methylaminomethylpiperidine-1carboxylate), Ba(OH)2. The solvent is O (water). Yields the product OC1(CNCCC1)CNC (3-Hydroxy-3-methylaminomethylpiperidine). Reaction SMILES: [OH:1][C:2]1([CH2:12][NH:13][CH3:14])[CH2:7][CH2:6][CH2:5][N:4](C(OC)=O)[CH2:3]1>O>[OH:1][C:2]1([CH2:12][NH:13][CH3:14])[CH2:7][CH2:6][CH2:5][NH:4][CH2:3]1. Procedure: 8.7 g (43 mmol) of methyl 3-hydroxy-3-methylaminomethylpiperidine-1carboxylate are heated overnight under reflux with 24 g of Ba(OH)2. 8H2O in 240 ml of water. The product is filtered off from BaCO3 with suction and concentrated. The residue is boiled five times using 100 ml of dioxane each time, and the dioxane solution is concentrated and distilled. Reactants: CCO (ethanol 200 proof), t-amyl peroxy-2-ethylhexanoate, FC(C(=C(F)F)F)(F)F (hexafluoropropene). Run at time 16 hour. The product is FC(C(C)O)(C(C(F)(F)F)F)F (3,3,4,5,5,5-hexafluoropentan-2-ol). The yield is 95.6%. RXN SMILES: [CH3:1][CH2:2][OH:3].[F:4][C:5]([F:12])([F:11])[C:6]([F:10])=[C:7]([F:9])[F:8]>>[F:8][C:7]([F:9])([CH:6]([F:10])[C:5]([F:12])([F:11])[F:4])[CH:2]([OH:3])[CH3:1]. Procedure details: A quantity of 3,3,4,5,5,5-hexafluoropentan-2-ol was prepared by combining absolute ethanol 200 proof (100 g, 2.17 moles, AAPER Alcohol and Chemical Co.) with t-amyl peroxy-2-ethylhexanoate (5 g, 0.021 moles) (available as Luperox 575 from Arkema, Oakville, Ontario, Canada) in a 600 mL Parr pressure reactor. The reactor was heated to 75 C and hexafluoropropene (120 g, 0.8 moles) (MDA Manufacturing Inc., Decatur, Ala.) was added at a constant rate. The reactor was allowed to stir at this temperatu...